Dataset: the Open Reaction Database (ORD), a public repository of structured organic reaction records. Task: describe an organic reaction: reactants, conditions, products, and yield Reactants: N1(N=CC=C1)C1=CC=C(CC=2C(=NC3=CC=C(C=C3C2Cl)Br)Cl)C=C1 (3-(4-(1H-pyrazol-1-yl)benzyl)-6-bromo-2,4-dichloroquinoline), N1(N=CC=C1)C1=CC=C(CC=2C(=NC3=CC=C(C=C3C2Cl)Br)Cl)C=C1 (3-(4-(1H-pyrazol-1-yl)benzyl)-6-bromo-2,4-dichloroquinoline), C[O-].[Na+] (sodium methoxide). Solvent: C1(=CC=CC=C1)C (toluene). Reaction conditions: temperature 110 celsius, time 5.5 hour. Yields the product N1(N=CC=C1)C1=CC=C(CC=2C(=NC3=CC=C(C=C3C2Cl)Br)OC)C=C1 (3-(4-(1H-Pyrazol-1-yl)benzyl)-6-bromo-4-chloro-2-methoxyquinoline). As a reaction SMILES: [N:1]1([C:6]2[CH:25]=[CH:24][C:9]([CH2:10][C:11]3[C:12](Cl)=[N:13][C:14]4[C:19]([C:20]=3[Cl:21])=[CH:18][C:17]([Br:22])=[CH:16][CH:15]=4)=[CH:8][CH:7]=2)[CH:5]=[CH:4][CH:3]=[N:2]1.[CH3:26][O-:27].[Na+]>C1(C)C=CC=CC=1>[N:1]1([C:6]2[CH:25]=[CH:24][C:9]([CH2:10][C:11]3[C:12]([O:27][CH3:26])=[N:13][C:14]4[C:19]([C:20]=3[Cl:21])=[CH:18][C:17]([Br:22])=[CH:16][CH:15]=4)=[CH:8][CH:7]=2)[CH:5]=[CH:4][CH:3]=[N:2]1 |f:1.2|. Procedure: A heterogeneous mixture of 3-(4-(1H-pyrazol-1-yl)benzyl)-6-bromo-2,4-dichloroquinoline (13.0 g, 30.0 mmol, Intermediate 3: step c), sodium methoxide (9.73 g, 180 mmol), and toluene (120 mL) was heated at 110° C. After 5.5 hours, the mixture was cooled to room temperature then filtered through Celite® rinsing with dichloromethane. The filtrate was concentrated to provide a crude yellow solid. The crude solid was purified by flash column chromatography (silica gel, 50% dichloromethane-hexanes init... Starting materials: C(C=C)OC1=C(C=C(C=C1C(C)(C)C)C)[Si](Cl)(C)C ((2-allyloxy-3-tert-butyl-5-methylphenyl)dimethylchlorosilane), CN(C1(C=C(C(=C1)C)C)[Li])C (1-dimethylamino-3,4-dimethylcyclopentadienyllithium). Run in C1(=CC=CC=C1)C (toluene), O1CCCC1 (tetrahydrofuran). Conditions: time 6 hour. Product: CN(C=1C(C(=C(C1)C)C)[Si](C)(C)C1=C(C(=CC(=C1)C)C(C)(C)C)OCC=C)C ((2-dimethylamino-4,5-dimethylcyclopentadienyl)(2-allyloxy-3-tert-butyl-5-methylphenyl)dimethylsilane). Yield: 102.7%. RXN SMILES: [CH2:1]([O:4][C:5]1[C:10]([C:11]([CH3:14])([CH3:13])[CH3:12])=[CH:9][C:8]([CH3:15])=[CH:7][C:6]=1[Si:16]([CH3:19])([CH3:18])Cl)[CH:2]=[CH2:3].[CH3:20][N:21]([CH3:30])[C:22]1([Li])[CH:26]=[C:25]([CH3:27])[C:24]([CH3:28])=[CH:23]1>C1(C)C=CC=CC=1.O1CCCC1>[CH3:20][N:21]([CH3:30])[C:22]1[CH:26]([Si:16]([C:6]2[CH:7]=[C:8]([CH3:15])[CH:9]=[C:10]([C:11]([CH3:13])([CH3:14])[CH3:12])[C:5]=2[O:4][CH2:1][CH:2]=[CH2:3])([CH3:19])[CH3:18])[C:25]([CH3:27])=[C:24]([CH3:28])[CH:23]=1. Reported procedure: A solution of (2-allyloxy-3-tert-butyl-5-methylphenyl)dimethylchlorosilane (7.0 mmol) in toluene (12.1 mL) was added dropwise to a solution of 1-dimethylamino-3,4-dimethylcyclopentadienyllithium (7.0 mmol) in tetrahydrofuran (10.5 mL) and the mixture was stirred at room temperature for 6 hours. After the solvent was distilled off under reduced pressure, dehydrated pentane was added and a precipitated solid was filtered off. The filtrate was concentrated to obtain the title compound (2.86 g, 100%... Reactants: COc1ccc(Cl)cc1C(=O)N=c1sc(C)cn1CC1CN(C(=O)OC(C)(C)C)C1, ClCCl, O=C(O)C(F)(F)F. Product: COc1ccc(Cl)cc1C(=O)N=c1sc(C)cn1CC1CNC1. RXN SMILES: [Cl:1][c:2]1[cH:3][cH:4][c:5]([O:29][CH3:30])[c:6]([C:7](=[O:8])[N:9]=[c:10]2[s:11][c:12]([CH3:27])[cH:13][n:14]2[CH2:15][CH:16]2[CH2:17][N:18]([C:20]([O:21][C:22]([CH3:23])([CH3:24])[CH3:25])=[O:26])[CH2:19]2)[cH:28]1.[Cl:38][CH2:39][Cl:40].[OH:31][C:32]([C:33]([F:34])([F:35])[F:36])=[O:37]>>[Cl:1][c:2]1[cH:3][cH:4][c:5]([O:29][CH3:30])[c:6]([C:7](=[O:8])[N:9]=[c:10]2[s:11][c:12]([CH3:27])[cH:13][n:14]2[CH2:15][CH:16]2[CH2:17][NH:18][CH2:19]2)[cH:28]1. Starting materials: Cl, CC1SC(=O)N(CCNC(=O)OC(C)(C)C)N=C1c1ccc2c(c1)nc(-c1cccc(F)c1)n2C. The product is CC1SC(=O)N(CCN)N=C1c1ccc2c(c1)nc(-c1cccc(F)c1)n2C. RXN SMILES: [ClH:36].[F:1][c:2]1[cH:3][c:4](-[c:8]2[n:9][c:10]3[c:11]([n:12]2[CH3:13])[cH:14][cH:15][c:16]([C:18]2=[N:19][N:20]([CH2:26][CH2:27][NH:28][C:29](=[O:30])[O:31][C:32]([CH3:33])([CH3:34])[CH3:35])[C:21](=[O:25])[S:22][CH:23]2[CH3:24])[cH:17]3)[cH:5][cH:6][cH:7]1>>[F:1][c:2]1[cH:3][c:4](-[c:8]2[n:9][c:10]3[c:11]([n:12]2[CH3:13])[cH:14][cH:15][c:16]([C:18]2=[N:19][N:20]([CH2:26][CH2:27][NH2:28])[C:21](=[O:25])[S:22][CH:23]2[CH3:24])[cH:17]3)[cH:5][cH:6][cH:7]1.